From a dataset of the Open Reaction Database (ORD), a public repository of structured organic reaction records. describe an organic reaction: reactants, conditions, products, and yield Starting materials: CCCc1cc(CO)ccc1OC(C(=O)NS(=O)(=O)c1ccc(C(C)C)cc1)c1ccc2c(c1)OCO2, ClCCl. Product: CCCc1cc(C=O)ccc1OC(C(=O)NS(=O)(=O)c1ccc(C(C)C)cc1)c1ccc2c(c1)OCO2. Reaction SMILES: [CH:1]([CH3:2])([CH3:3])[c:4]1[cH:5][cH:6][c:7]([S:10](=[O:11])(=[O:12])[NH:13][C:14]([CH:15]([O:16][c:17]2[c:18]([CH2:25][CH2:26][CH3:27])[cH:19][c:20]([CH2:23][OH:24])[cH:21][cH:22]2)[c:28]2[cH:29][c:30]3[c:31]([cH:32][cH:33]2)[O:34][CH2:35][O:36]3)=[O:37])[cH:8][cH:9]1.[Cl:38][CH2:39][Cl:40]>>[CH:1]([CH3:2])([CH3:3])[c:4]1[cH:5][cH:6][c:7]([S:10](=[O:11])(=[O:12])[NH:13][C:14]([CH:15]([O:16][c:17]2[c:18]([CH2:25][CH2:26][CH3:27])[cH:19][c:20]([CH:23]=[O:24])[cH:21][cH:22]2)[c:28]2[cH:29][c:30]3[c:31]([cH:32][cH:33]2)[O:34][CH2:35][O:36]3)=[O:37])[cH:8][cH:9]1.